From a dataset of the Open Reaction Database (ORD), a public repository of structured organic reaction records. describe an organic reaction: reactants, conditions, products, and yield Isolated yield 18.0%. Reported procedure: According to the procedure for compound 398 using acetyl chloride (45 uL, 0.64 mmol) afforded 4.2 mg (18% yield) of 480, as a solid. Yields the product ClC=1C=C2C(=NC1)NC=C2C2=NC=C(C(=N2)N[C@@H]2CN(CC2)C(C)=O)F ((S)-1-(3-(2-(5-chloro-1H-pyrrolo[2,3-b]pyridin-3-yl)-5-fluoropyrimidin-4-ylamino)pyrrolidin-1-yl)ethanone). Starting materials: ClC=1C=C2C(=NC1)NC=C2C2=NC=C(C(=N2)N[C@@H]2CN(CC2)S(=O)(=O)C)F ((S)-2-(5-chloro-1H-pyrrolo[2,3-b]pyridin-3-yl)-5-fluoro-N-(1-(methylsulfonyl)pyrrolidin-3-yl)pyrimidin-4-amine), C(C)(=O)Cl (acetyl chloride). Reaction SMILES: [Cl:1][C:2]1[CH:3]=[C:4]2[C:10]([C:11]3[N:16]=[C:15]([NH:17][C@H:18]4[CH2:22][CH2:21][N:20](S(C)(=O)=O)[CH2:19]4)[C:14]([F:27])=[CH:13][N:12]=3)=[CH:9][NH:8][C:5]2=[N:6][CH:7]=1.[C:28](Cl)(=[O:30])[CH3:29]>>[Cl:1][C:2]1[CH:3]=[C:4]2[C:10]([C:11]3[N:16]=[C:15]([NH:17][C@H:18]4[CH2:22][CH2:21][N:20]([C:28](=[O:30])[CH3:29])[CH2:19]4)[C:14]([F:27])=[CH:13][N:12]=3)=[CH:9][NH:8][C:5]2=[N:6][CH:7]=1. The reactants are Cc1ccccc1S(=O)(=O)OCC1(C(F)(F)F)CCN(Cc2ccccc2)C1, CCCC[N+](CCCC)(CCCC)CCCC, ClCCl, CC#N, [N-]=[N+]=[N-]. Product: [N-]=[N+]=NCC1(C(F)(F)F)CCN(Cc2ccccc2)C1. RXN SMILES: [CH2:1]([c:2]1[cH:3][cH:4][cH:5][cH:6][cH:7]1)[N:8]1[CH2:9][C:10]([CH2:13][O:14][S:15]([c:16]2[c:17]([CH3:18])[cH:19][cH:20][cH:21][cH:22]2)(=[O:23])=[O:24])([C:25]([F:26])([F:27])[F:28])[CH2:11][CH2:12]1.[CH2:32]([N+:33]([CH2:34][CH2:35][CH2:36][CH3:37])([CH2:38][CH2:39][CH2:40][CH3:41])[CH2:42][CH2:43][CH2:44][CH3:45])[CH2:46][CH2:47][CH3:48].[CH2:52]([Cl:53])[Cl:54].[CH3:49][C:50]#[N:51].[N-:29]=[N+:30]=[N-:31]>>[CH2:1]([c:2]1[cH:3][cH:4][cH:5][cH:6][cH:7]1)[N:8]1[CH2:9][C:10]([CH2:13][N:29]=[N+:30]=[N-:31])([C:25]([F:26])([F:27])[F:28])[CH2:11][CH2:12]1.